Dataset: the Open Reaction Database (ORD), a public repository of structured organic reaction records. Task: describe an organic reaction: reactants, conditions, products, and yield Product: CC1Oc2cccc3nc4c(c(c23)NC1=O)CCCC4. The reactants are CC(C)(C)[O-], [Cl-], [K+], COC(=O)C(C)Oc1cccc2nc3c(c(N)c12)CCCC3, [NH4+], C1CCOC1, O. As a reaction SMILES: [CH3:24][C:25]([CH3:26])([O-:27])[CH3:28].[Cl-:30].[K+:29].[NH2:2][c:3]1[c:4]2[c:5]([O:17][CH:18]([C:19](=[O:20])[O:21][CH3:22])[CH3:23])[cH:6][cH:7][cH:8][c:9]2[n:10][c:11]2[c:16]1[CH2:15][CH2:14][CH2:13][CH2:12]2.[NH4+:31].[O:32]1[CH2:33][CH2:34][CH2:35][CH2:36]1.[OH2:1]>>[NH:2]1[c:3]2[c:4]3[c:5]([cH:6][cH:7][cH:8][c:9]3[n:10][c:11]3[c:16]2[CH2:15][CH2:14][CH2:13][CH2:12]3)[O:17][CH:18]([CH3:23])[C:19]1=[O:20]. Reactants: BrC=1C=C(C=CC1)CC(=O)O (3-bromophenylacetic acid), NC(C(=O)OCC(C)C)CC (iso-butyl 2-aminobutyrate). Yields the product C(C(C)C)OC(C(CC)NC(CC1=CC(=CC=C1)Br)=O)=O (2-[(3-bromophenyl)acetamido]butyric acid iso-butyl ester). Reaction SMILES: [Br:1][C:2]1[CH:3]=[C:4]([CH2:8][C:9]([OH:11])=O)[CH:5]=[CH:6][CH:7]=1.[NH2:12][CH:13]([CH2:21][CH3:22])[C:14]([O:16][CH2:17][CH:18]([CH3:20])[CH3:19])=[O:15]>>[CH2:17]([O:16][C:14](=[O:15])[CH:13]([NH:12][C:9](=[O:11])[CH2:8][C:4]1[CH:5]=[CH:6][CH:7]=[C:2]([Br:1])[CH:3]=1)[CH2:21][CH3:22])[CH:18]([CH3:19])[CH3:20]. Reported procedure: Following General Procedure BI above and using 3-bromophenylacetic acid (Aldrich) and iso-butyl 2-aminobutyrate (prepared following General Procedure BJ above), the title compound was prepared. The reaction was monitored by tlc on silica gel and purification was by filtration as described in the general procedure. Reactants: C(C=C)C1=CC=C(C=C1)C(C)(C)O (2-(4-allylphenyl)propan-2-ol), CN1CCOCC1 (N-Methyl morpholine), oxide, S(=O)([O-])S(=O)[O-] (dithionite), [O-][Si](=O)[O-].[Mg+2] (Florisil). The reagents and catalysts are [Os](=O)(=O)(=O)=O (osmium tetroxide). The solvent is CC(=O)C (acetone), O (water), O (water). Conditions: time 24 hour. Yields the product OC(C)(C)C1=CC=C(C=C1)CC(CO)O (3-[4-(1-hydroxy-1-methylethy)phenyl]propane-1,2-diol). Reaction SMILES: [CH2:1]([C:4]1[CH:9]=[CH:8][C:7]([C:10]([OH:13])([CH3:12])[CH3:11])=[CH:6][CH:5]=1)C=C.CN1[CH2:20][CH2:19][O:18]CC1.S(S([O-])=O)([O-])=[O:22].[O-][Si]([O-])=O.[Mg+2]>CC(C)=O.O.[Os](=O)(=O)(=O)=O>[OH:13][C:10]([C:7]1[CH:8]=[CH:9][C:4]([CH2:1][CH:19]([OH:18])[CH2:20][OH:22])=[CH:5][CH:6]=1)([CH3:12])[CH3:11] |f:3.4|. Reported procedure: To a biphasic mixture of 2-(4-allylphenyl)propan-2-ol (5.53 g, 31.4 mmol) and N-Methyl morpholine NV oxide (3.86 g, 32.9 mmol) in acetone (11 mL) and water (22 mL) was added osmium tetroxide (3.14 mL, 0.157 mmol) with vigorous stirring. After 24 hours, dithionite (0.15 g), Florisil (1.5 g), and water (8 mL) were added and allowed to stir for an additional 15 minutes before filtering through a pad of Celite. The filter was rinsed with acetone (2×5 mL, then 2×10 mL), and filtrate was concentrated ... The reactants are O=C(O)C=CCBr, CN1CCOCC1, CO, Fc1ccc(Nc2ncnc3sc4c(c23)CCNC4)cc1Cl, ClCCl, ClCCl, CC(C)COC(=O)Cl. The product is O=C(C=CCBr)N1CCc2c(sc3ncnc(Nc4ccc(F)c(Cl)c4)c23)C1. RXN SMILES: [Br:1][CH2:2][CH:3]=[CH:4][C:5](=[O:6])[OH:7].[CH3:16][N:17]1[CH2:18][CH2:19][O:20][CH2:21][CH2:22]1.[CH3:48][OH:49].[Cl:23][c:24]1[cH:25][c:26]([NH:31][c:32]2[n:33][cH:34][n:35][c:36]3[s:37][c:38]4[c:43]([c:44]23)[CH2:42][CH2:41][NH:40][CH2:39]4)[cH:27][cH:28][c:29]1[F:30].[Cl:45][CH2:46][Cl:47].[Cl:50][CH2:51][Cl:52].[Cl:8][C:9]([O:10][CH2:11][CH:12]([CH3:13])[CH3:14])=[O:15]>>[Br:1][CH2:2][CH:3]=[CH:4][C:5](=[O:7])[N:40]1[CH2:39][c:38]2[s:37][c:36]3[n:35][cH:34][n:33][c:32]([NH:31][c:26]4[cH:25][c:24]([Cl:23])[c:29]([F:30])[cH:28][cH:27]4)[c:44]3[c:43]2[CH2:42][CH2:41]1. Reactants: O (water), OC=1C=CC(=NC1)OC (5-hydroxy-2-methoxypyridine), ClC1=NC=C(C=C1)C(F)(F)F (2-chloro-5-trifluoromethylpyridine), [OH-].[K+] (potassium hydroxide). Run in CS(=O)C (dimethyl sulfoxide). Yields the product COC1=NC=C(C=C1)OC1=NC=C(C=C1)C(F)(F)F (2-Methoxy-5-(5-trifluoromethyl-pyridin-2-yloxy)-pyridine). Isolated yield 94.7%. As a reaction SMILES: [OH:1][C:2]1[CH:3]=[CH:4][C:5]([O:8][CH3:9])=[N:6][CH:7]=1.Cl[C:11]1[CH:16]=[CH:15][C:14]([C:17]([F:20])([F:19])[F:18])=[CH:13][N:12]=1.[OH-].[K+].O>CS(C)=O>[CH3:9][O:8][C:5]1[CH:4]=[CH:3][C:2]([O:1][C:11]2[CH:16]=[CH:15][C:14]([C:17]([F:20])([F:19])[F:18])=[CH:13][N:12]=2)=[CH:7][N:6]=1 |f:2.3|. Procedure: A solution of 5-hydroxy-2-methoxypyridine (1.25 g, 10.0 mmol), 2-chloro-5-trifluoromethylpyridine (1.82 g, 10.0 mmol) and potassium hydroxide (85% pure, 1.08 g, 10.0 mmol) in dimethyl sulfoxide (25 mL) was heated at 90° C. for 2.5 hours. The solution was cooled to room temperature and poured slowly into water (200 mL). After cooling with an external ice-bath, the precipitate was collected by suction, washed thoroughly with water and dried in a vacuum oven at 45° C., yielding the title compound (... The reactants are Fc1ccc(CBr)c(Br)c1, CC1(C)NC(=O)N(c2ccc(F)c(-c3cccs3)c2)C1=O. Product: CC1(C)C(=O)N(c2ccc(F)c(-c3cccs3)c2)C(=O)N1Cc1ccc(F)cc1Br. RXN SMILES: [Br:22][c:23]1[c:24]([CH2:30][Br:31])[cH:25][cH:26][c:27]([F:29])[cH:28]1.[F:1][c:2]1[c:3](-[c:17]2[s:18][cH:19][cH:20][cH:21]2)[cH:4][c:5]([N:8]2[C:9](=[O:16])[NH:10][C:11]([CH3:14])([CH3:15])[C:12]2=[O:13])[cH:6][cH:7]1>>[F:1][c:2]1[c:3](-[c:17]2[s:18][cH:19][cH:20][cH:21]2)[cH:4][c:5]([N:8]2[C:9](=[O:16])[N:10]([CH2:30][c:24]3[c:23]([Br:22])[cH:28][c:27]([F:29])[cH:26][cH:25]3)[C:11]([CH3:14])([CH3:15])[C:12]2=[O:13])[cH:6][cH:7]1. Starting materials: CC1(C)CO1 (isobutylene oxide), C[C@@]1(NC=2N(C(C=C(N2)N2CCOCC2)=O)C1)C(F)(F)F ((S)-2-methyl-7-(morpholin-4-yl)-2-(trifluoromethyl)-2,3-dihydroimidazo[1,2-a]pyrimidin-5(1H)-one), C([O-])([O-])=O.[Cs+].[Cs+] (cesium carbonate). The solvent is C(C)#N (acetonitrile). Conditions: temperature 130 celsius, time 30 minute. Yields the product OC(CN1[C@@](CN2C1=NC(=CC2=O)N2CCOCC2)(C(F)(F)F)C)(C)C ((S)-1-(2-hydroxy-2-methyl-propyl)-2-methyl-7-(morpholin-4-yl)-2-(trifluoro-methyl)-2,3-dihydroimidazo[1,2-a]pyrimidin-5(1H)-one). The yield is 80.9%. As a reaction SMILES: [CH3:1][C@@:2]1([C:18]([F:21])([F:20])[F:19])[CH2:17][N:5]2[C:6](=[O:16])[CH:7]=[C:8]([N:10]3[CH2:15][CH2:14][O:13][CH2:12][CH2:11]3)[N:9]=[C:4]2[NH:3]1.[CH3:22][C:23]1([O:26][CH2:25]1)[CH3:24].C(=O)([O-])[O-].[Cs+].[Cs+]>C(#N)C>[OH:26][C:23]([CH3:25])([CH3:24])[CH2:22][N:3]1[C:4]2=[N:9][C:8]([N:10]3[CH2:11][CH2:12][O:13][CH2:14][CH2:15]3)=[CH:7][C:6](=[O:16])[N:5]2[CH2:17][C@@:2]1([CH3:1])[C:18]([F:21])([F:19])[F:20] |f:2.3.4|. Procedure details: To 0.500 g (1.643 mmol) of (S)-2-methyl-7-(morpholin-4-yl)-2-(trifluoromethyl)-2,3-dihydroimidazo[1,2-a]pyrimidin-5(1H)-one, in solution in 15 cm3 of acetonitrile, are added at a temperature close to 20° C., 1.185 g (16.43 mmol) of isobutylene oxide and 0.535 g (16.43 mmol) of cesium carbonate. After 1 hour of stirring at 120° C. and 1 hour 30 mins at 130° C. in a microwave appliance, the reaction medium is dry concentrated under reduced pressure (2.7 kPa) and then diluted in 30 cm3 of ethyl ace... The reactants are [Al+3], CC(Br)C(=O)Br, [Cl-], [Cl-], [Cl-], S=C=S, O=c1[nH]c2ccccc2o1. The product is CC(Br)C(=O)c1ccc2oc(=O)[nH]c2c1. As a reaction SMILES: [Al+3:2].[Br:5][CH:6]([C:7](=[O:8])[Br:9])[CH3:10].[Cl-:1].[Cl-:3].[Cl-:4].[S:21]=[C:22]=[S:23].[o:11]1[c:12](=[O:20])[nH:13][c:14]2[c:15]1[cH:16][cH:17][cH:18][cH:19]2>>[Br:5][CH:6]([C:7](=[O:8])[c:18]1[cH:17][cH:16][c:15]2[o:11][c:12](=[O:20])[nH:13][c:14]2[cH:19]1)[CH3:10]. Starting materials: CC(CO)C (2-methyl propanol), ClCC(=O)[O-].[Na+] (sodium chloroacetate), O (water), [H-].[Na+] (Sodium hydride). The solvent is C1CCOC1 (THF), C1CCOC1 (THF), CS(=O)C (DMSO), CCCCCC (hexane). Run at temperature -15 celsius, time 20 hour. Product: CC(COCC(=O)O)C (2-Methylpropoxyacetic acid). Isolated yield 99.4%. RXN SMILES: [H-].[Na+].[CH3:3][CH:4]([CH3:7])[CH2:5][OH:6].Cl[CH2:9][C:10]([O-:12])=[O:11].[Na+].O>CCCCCC.C1COCC1.CS(C)=O>[CH3:3][CH:4]([CH3:7])[CH2:5][O:6][CH2:9][C:10]([OH:12])=[O:11] |f:0.1,3.4|. Procedure: Sodium hydride (1.72 g of 60% NaH in oil=1.03 g, 43 mmol) in oil dispersion was washed twice with 10 ml of hexane. THF was added (10 ml) and the mixture was cooled to -15° C. A solution of 2-methyl propanol (2.5 g, 35 mmol) in THF was then added, and the mixture was warmed to 25° C. for 1 hour. The THF was removed by distillation under vacuum and a solution of sodium chloroacetate (5.2 g, 45 mmol) in DMSO (100 ml) was added. The mixture was stirred at room temperature for 20 hours, then diluted ... The reactants are C[O-].[Na+] (sodium methoxide), C(=O)C=1C(=C(C(=O)OC)C=CC1)OCC1=CC=C(C=C1)[N+](=O)[O-] (methyl 3-formyl-2-(4-nitrobenzyloxy)benzoate), Cl (hydrochloric acid). Run in CO (methanol), CN(C=O)C (dimethylformamide). Run at time 10 minute. Product: [N+](=O)([O-])C1=CC=C(C=C1)C=1OC2=C(C1)C=CC=C2C(=O)O (2-(4-nitrophenyl)benzofuran-7-carboxylic acid). Isolated yield 59.8%. Reaction SMILES: [CH:1]([C:3]1[C:4]([O:13][CH2:14][C:15]2[CH:20]=[CH:19][C:18]([N+:21]([O-:23])=[O:22])=[CH:17][CH:16]=2)=[C:5]([CH:10]=[CH:11][CH:12]=1)[C:6]([O:8]C)=[O:7])=O.C[O-].[Na+].Cl>CN(C)C=O.CO>[N+:21]([C:18]1[CH:19]=[CH:20][C:15]([C:14]2[O:13][C:4]3[C:5]([C:6]([OH:8])=[O:7])=[CH:10][CH:11]=[CH:12][C:3]=3[CH:1]=2)=[CH:16][CH:17]=1)([O-:23])=[O:22] |f:1.2|. Procedure details: 16.1 g of methyl 3-formyl-2-(4-nitrobenzyloxy)benzoate are dissolved in 100 ml of dimethylformamide and a solution of 5.4 g of sodium methoxide in 20 ml of methanol is added dropwise to the solution at 120° C. The mixture is stirred at the same temperature for 10 minutes. The reaction mixture is acidified with 10% hydrochloric acid and then extracted with ethyl acetate. The extract is washed with water, dried and evaporated to remove solvent. The resultant crystals are collected, washed and drie...